From a dataset of the Open Reaction Database (ORD), a public repository of structured organic reaction records. describe an organic reaction: reactants, conditions, products, and yield The reactants are CC(C)(C)c1ccc(CSc2cnn(C(C)(C)C)c(=O)c2Cl)cc1, CS(C)=O, [F-], [K+], O. Product: CC(C)(C)c1ccc(CSc2cnn(C(C)(C)C)c(=O)c2F)cc1. Reaction SMILES: [C:1]([CH3:2])([CH3:3])([CH3:4])[n:5]1[n:6][cH:7][c:8]([S:13][CH2:14][c:15]2[cH:16][cH:17][c:18]([C:21]([CH3:22])([CH3:23])[CH3:24])[cH:19][cH:20]2)[c:9]([Cl:12])[c:10]1=[O:11].[CH3:27][S:28](=[O:29])[CH3:30].[F-:25].[K+:26].[OH2:31]>>[C:1]([CH3:2])([CH3:3])([CH3:4])[n:5]1[n:6][cH:7][c:8]([S:13][CH2:14][c:15]2[cH:16][cH:17][c:18]([C:21]([CH3:22])([CH3:23])[CH3:24])[cH:19][cH:20]2)[c:9]([F:25])[c:10]1=[O:11]. Starting materials: C1CCOC1, [Li]C, O=Cc1cccc(F)c1O. Product: CC(O)c1cccc(F)c1O. Reaction SMILES: [CH2:13]1[O:14][CH2:15][CH2:16][CH2:17]1.[CH3:1][Li:2].[F:3][c:4]1[c:5]([OH:12])[c:6]([CH:7]=[O:8])[cH:9][cH:10][cH:11]1>>[CH3:1][CH:7]([c:6]1[c:5]([OH:12])[c:4]([F:3])[cH:11][cH:10][cH:9]1)[OH:8]. The reactants are C(C1=CC=CC=C1)OC=1C=C(CN2C([C@@H](CC2)NC(=O)OC(C)(C)C)=O)C=CC1 ((R)-1-(3-benzyloxybenzyl)-3-(tert-butoxycarbonylamino)-2-oxopyrrolidine). RXN SMILES: C([O:8][C:9]1[CH:10]=[C:11]([CH:27]=[CH:28][CH:29]=1)[CH2:12][N:13]1[CH2:17][CH2:16][C@@H:15]([NH:18][C:19]([O:21][C:22]([CH3:25])([CH3:24])[CH3:23])=[O:20])[C:14]1=[O:26])C1C=CC=CC=1>CCO.[OH-].[OH-].[Pd+2]>[C:22]([O:21][C:19]([NH:18][C@@H:15]1[CH2:16][CH2:17][N:13]([CH2:12][C:11]2[CH:27]=[CH:28][CH:29]=[C:9]([OH:8])[CH:10]=2)[C:14]1=[O:26])=[O:20])([CH3:25])([CH3:23])[CH3:24] |f:2.3.4|. Reported procedure: To a solution of (R)-1-(3-benzyloxybenzyl)-3-(tert-butoxycarbonylamino)-2-oxopyrrolidine, as described above in Step L, (500 mg, 1.26 mmol) in EtOH (75 mL) was added 20% Pd(OH)2 on carbon (75 mg) and the reaction mixture was stirred under an atmosphere of hydrogen (ca. 1 atm) at ambient temperature for 18 hours. The mixture was filtered through a pad of celite, washing with EtOH, and the filtrate was concentrated in vacuo to give a crude product. This was purified by flash column chromatography ... Run in CCO (EtOH). The product is C(C)(C)(C)OC(=O)N[C@H]1C(N(CC1)CC1=CC(=CC=C1)O)=O ((R)-3-(tert-Butoxycarbonylamino)-1-(3-hydroxybenzyl)-2-oxopyrrolidine). Conditions: time 18 hour. The reagents and catalysts are [OH-].[OH-].[Pd+2] (Pd(OH)2 on carbon). The reactants are CN1C(=O)C2=C(S1)CCC2 (2-methyl-4,5-trimethylene-4-isothiazolin-3-one), S(=O)([O-])S(=O)[O-].[Na+].[Na+] (Sodium hydrosulphite). Run in O (water). Product: CNC(=O)C1=C(CCC1)SSC1=C(CCC1)C(=O)NC (bis(2-methylaminocarbonylcyclopent-1-enyl) disulphide). RXN SMILES: [CH3:1][N:2]1S[C:6]2[CH2:8][CH2:9][CH2:10][C:5]=2[C:3]1=[O:4].[S:11]([S:14]([O-])=O)([O-])=O.[Na+].[Na+]>O>[CH3:1][NH:2][C:3]([C:5]1[CH2:10][CH2:9][CH2:8][C:6]=1[S:11][S:14][C:6]1[CH2:8][CH2:9][CH2:10][C:5]=1[C:3]([NH:2][CH3:1])=[O:4])=[O:4] |f:1.2.3|. Procedure details: 2-methyl-4,5-trimethylene-4-isothiazolin-3-one (1 part) was stirred in distilled water (25 parts) at 20°-25° C. Sodium hydrosulphite (2×0.2 parts) was added in two portions over 30 minutes. Analysis by HPLC indicated the formation of two products. The reactants are BrC1=C(SC=C1)C(=O)O (3-bromo-thiophene-2-carboxylic acid), B(C=1C=CC(=CC1)C)(O)O (p-tolylboronic acid). Yields the product C1(=CC=C(C=C1)C1=C(SC=C1)C(=O)O)C (3-p-Tolyl-thiophene-2-carboxylic Acid). As a reaction SMILES: Br[C:2]1[CH:6]=[CH:5][S:4][C:3]=1[C:7]([OH:9])=[O:8].B(O)(O)[C:11]1[CH:12]=[CH:13][C:14]([CH3:17])=[CH:15][CH:16]=1>>[C:14]1([CH3:17])[CH:15]=[CH:16][C:11]([C:2]2[CH:6]=[CH:5][S:4][C:3]=2[C:7]([OH:9])=[O:8])=[CH:12][CH:13]=1. Procedure details: prepared by reaction of 3-bromo-thiophene-2-carboxylic acid with p-tolylboronic acid. LC-MS (basic): tR=0.50 min; [M−H]−=217.2. Starting materials: NC1=CC=C(C=C1)S(F)(F)(F)(F)F (4-Aminophenylsulfur pentafluoride), BrN1C(N(C(C1(C)C)=O)Br)=O (1,3-dibromo-5,5-dimethylimidazolidine-2,4-dione). Solvent: ClCCl (dichloromethane), CCCCCCC (n-heptane). Reaction conditions: temperature 5 celsius. Yields the product NC1=C(C=C(C=C1)S(F)(F)(F)(F)F)Br (4-Amino-3-bromophenylsulfur pentafluoride). Reaction SMILES: [NH2:1][C:2]1[CH:7]=[CH:6][C:5]([S:8]([F:13])([F:12])([F:11])([F:10])[F:9])=[CH:4][CH:3]=1.[Br:14]N1C(C)(C)C(=O)N(Br)C1=O>ClCCl.CCCCCCC>[NH2:1][C:2]1[CH:7]=[CH:6][C:5]([S:8]([F:13])([F:9])([F:10])([F:11])[F:12])=[CH:4][C:3]=1[Br:14]. Procedure details: 4-Aminophenylsulfur pentafluoride (510 g. 2.327 mol) was dissolved in dichloromethane (7 l), the solution was cooled to 5° C. and, while stirring, 1,3-dibromo-5,5-dimethylimidazolidine-2,4-dione (326 g. 1.14 mol) was introduced in several portions with ice cooling so that the internal temperature was kept at 3–8° C. (approx. 1 h). The mixture was then left to stir and warm to room temperature without external cooling for 1 h. The mixture was filtered through a bed of silica gel (volume about 1 l... Starting materials: FC1=CC=C(N)C=C1 (4-fluoroaniline), CC=1C(=NC(=NC1C)N1CC2=CC=CC=C2CC1)Cl (5,6-dimethyl-2-(1,2,3,4-tetrahydroisoquinolin-2-yl)-4-chloropyrimidine). Solvent: CN(C=O)C (dimethylformamide). Product: Cl.CC=1C(=NC(=NC1C)N1CC2=CC=CC=C2CC1)NC1=CC=C(C=C1)F (5,6-dimethyl-4-(4-fluorophenylamino)-2-(1,2,3,4-tetrahydroisoquinolin-2-yl)pyrimidine hydrochloride). Isolated yield 67.1%. RXN SMILES: [F:1][C:2]1[CH:8]=[CH:7][C:5]([NH2:6])=[CH:4][CH:3]=1.[CH3:9][C:10]1[C:11]([Cl:27])=[N:12][C:13]([N:17]2[CH2:26][CH2:25][C:24]3[C:19](=[CH:20][CH:21]=[CH:22][CH:23]=3)[CH2:18]2)=[N:14][C:15]=1[CH3:16]>CN(C)C=O>[ClH:27].[CH3:9][C:10]1[C:11]([NH:6][C:5]2[CH:7]=[CH:8][C:2]([F:1])=[CH:3][CH:4]=2)=[N:12][C:13]([N:17]2[CH2:26][CH2:25][C:24]3[C:19](=[CH:20][CH:21]=[CH:22][CH:23]=3)[CH2:18]2)=[N:14][C:15]=1[CH3:16] |f:3.4|. Procedure details: After 4-fluoroaniline(0.24 ml, 2.5 mmol) was added to a mixture solution of 5,6-dimethyl-2-(1,2,3,4-tetrahydroisoquinolin-2-yl)-4-chloropyrimidine(0.33 g, 1.2 mmol) and dimethylformamide(10 ml), 0.31 g of the titled compound was obtained in accordance with the same procedure as in Step 4 of Example 57. The reactants are [BH4-], CO, Cc1cc(C=O)ccc1C(=O)O, [Na+]. The product is Cc1cc(CO)ccc1C(=O)O. As a reaction SMILES: [BH4-:13].[CH3:15][OH:16].[CH:1](=[O:2])[c:3]1[cH:4][c:5]([CH3:12])[c:6]([C:7](=[O:8])[OH:9])[cH:10][cH:11]1.[Na+:14]>>[CH2:1]([OH:2])[c:3]1[cH:4][c:5]([CH3:12])[c:6]([C:7](=[O:8])[OH:9])[cH:10][cH:11]1. Starting materials: N1CCCC1 (pyrrolidine), CN(C=CC(=O)C=1C=NC=CC1)C (3-dimethylamino-1-(3-pyridinyl)-2-propen-1-one). The solvent is C=1(C(=CC=CC1)C)C (xylene), C=1(C(=CC=CC1)C)C (xylene), C=1(C(=CC=CC1)C)C (xylene). Product: N1(CCCC1)C=CC(=O)C=1C=NC=CC1 (3-(1-pyrrolidinyl)-1-(3-pyridinyl)-2-propen-1-one). RXN SMILES: [CH3:1][N:2]([CH3:13])[CH:3]=[CH:4][C:5]([C:7]1[CH:8]=[N:9][CH:10]=[CH:11][CH:12]=1)=[O:6].N1CC[CH2:16][CH2:15]1>C1(C)C(C)=CC=CC=1>[N:2]1([CH:3]=[CH:4][C:5]([C:7]2[CH:8]=[N:9][CH:10]=[CH:11][CH:12]=2)=[O:6])[CH2:1][CH2:16][CH2:15][CH2:13]1. Procedure: A mixture of 0.1 mole of 3-dimethylamino-1-(3-pyridinyl)-2-propen-1-one and a 0.15 mole of pyrrolidine in 200 ml of xylene was refluxed with distillation of the xylene by passing a stream of argon through the solution. Additional xylene was added periodically. After 10 hours the solvent was removed to give crude 3-(1-pyrrolidinyl)-1-(3-pyridinyl)-2-propen-1-one. This crude compound and 0.1 mole of (3-amino-1H-pyrazol-4-yl)-2-furanyl-methanone in 100 ml of glacial acetic acid was refluxed for 8 h...